This data is from the Open Reaction Database (ORD), a public repository of structured organic reaction records. The task is: describe an organic reaction: reactants, conditions, products, and yield The reactants are Cc1ccccc1, OCc1ccc(CCl)cc1, CCOC(=O)N=NC(=O)OCC, COC(=O)CCc1ccc(O)cc1, c1ccc(P(c2ccccc2)c2ccccc2)cc1. Yields the product COC(=O)CCc1ccc(OCc2ccc(CCl)cc2)cc1. As a reaction SMILES: [CH3:55][c:56]1[cH:57][cH:58][cH:59][cH:60][cH:61]1.[Cl:1][CH2:2][c:3]1[cH:4][cH:5][c:6]([CH2:7][OH:8])[cH:9][cH:10]1.[O:43]=[C:44]([O:45][CH2:46][CH3:47])[N:48]=[N:49][C:50]([O:51][CH2:52][CH3:53])=[O:54].[OH:11][c:12]1[cH:13][cH:14][c:15]([CH2:18][CH2:19][C:20](=[O:21])[O:22][CH3:23])[cH:16][cH:17]1.[c:24]1([P:25]([c:26]2[cH:27][cH:28][cH:29][cH:30][cH:31]2)[c:32]2[cH:33][cH:34][cH:35][cH:36][cH:37]2)[cH:38][cH:39][cH:40][cH:41][cH:42]1>>[Cl:1][CH2:2][c:3]1[cH:4][cH:5][c:6]([CH2:7][O:8][c:12]2[cH:13][cH:14][c:15]([CH2:18][CH2:19][C:20](=[O:21])[O:22][CH3:23])[cH:16][cH:17]2)[cH:9][cH:10]1. The reactants are C(#N)C1=CC=C(CN)C=C1 (4-cyanobenzylamine), BrC=1SC(=CN1)C(=O)NCC=1C=CC=2N(C1)C=CN2 (2-bromo-N-(imidazo[1,2-a]pyridin-6-ylmethyl)thiazole-5-carboxamide), BrC=1SC(=CN1)C(=O)NC=1C=CC=2N(C1)C=CN2 (2-bromo-N-(imidazo[1,2-a]pyridin-6-yl)thiazole-5-carboxamide). Yields the product N=1C=CN2C1C=CC(=C2)CNC(=O)C2=CN=C(S2)NCC2OCCC2 (N-(imidazo[1,2-a]pyridin-6-ylmethyl)-2-((tetrahydrofuran-2-yl)methylamino)thiazole-5-carboxamide). RXN SMILES: [C:1]([C:3]1C=C[C:6](CN)=[CH:5][CH:4]=1)#[N:2].Br[C:12]1[S:13][C:14]([C:17]([NH:19][CH2:20][C:21]2[CH:22]=[CH:23][C:24]3[N:25]([CH:27]=[CH:28][N:29]=3)[CH:26]=2)=[O:18])=[CH:15][N:16]=1.BrC1SC(C(NC2C=CC3N(C=CN=3)C=2)=[O:37])=CN=1>>[N:29]1[CH:28]=[CH:27][N:25]2[CH:26]=[C:21]([CH2:20][NH:19][C:17]([C:14]3[S:13][C:12]([NH:2][CH2:1][CH:3]4[CH2:4][CH2:5][CH2:6][O:37]4)=[N:16][CH:15]=3)=[O:18])[CH:22]=[CH:23][C:24]=12. Reported procedure: The title compound was prepared as in Example 53B, substituting (tetrahydrofuran-2-yl)methanamine for 4-cyanobenzylamine and 2-bromo-N-(imidazo[1,2-a]pyridin-6-ylmethyl)thiazole-5-carboxamide for 2-bromo-N-(imidazo[1,2-a]pyridin-6-yl)thiazole-5-carboxamide.